Task: describe an organic reaction: reactants, conditions, products, and yield. Dataset: the Open Reaction Database (ORD), a public repository of structured organic reaction records The reactants are CCN(CC)c1ccc(S(C)(=O)=O)cc1C(=O)O, CCOC(C)=O, CC#N, Cl, c1ccc2c(N3CCNCC3)nsc2c1. Yields the product CCN(CC)c1ccc(S(C)(=O)=O)cc1C(=O)N1CCN(c2nsc3ccccc23)CC1. RXN SMILES: [CH2:1]([CH3:2])[N:3]([c:4]1[c:5]([C:6](=[O:7])[OH:8])[cH:9][c:10]([S:13](=[O:14])(=[O:15])[CH3:16])[cH:11][cH:12]1)[CH2:17][CH3:18].[CH3:35][CH2:36][O:37][C:38](=[O:39])[CH3:40].[CH3:41][C:42]#[N:43].[ClH:19].[N:20]1([c:26]2[n:27][s:28][c:29]3[c:30]2[cH:31][cH:32][cH:33][cH:34]3)[CH2:21][CH2:22][NH:23][CH2:24][CH2:25]1>>[CH2:1]([CH3:2])[N:3]([c:4]1[c:5]([C:6](=[O:8])[N:23]2[CH2:22][CH2:21][N:20]([c:26]3[n:27][s:28][c:29]4[c:30]3[cH:31][cH:32][cH:33][cH:34]4)[CH2:25][CH2:24]2)[cH:9][c:10]([S:13](=[O:14])(=[O:15])[CH3:16])[cH:11][cH:12]1)[CH2:17][CH3:18].